Task: describe an organic reaction: reactants, conditions, products, and yield. Dataset: the Open Reaction Database (ORD), a public repository of structured organic reaction records Starting materials: [OH-].[Li+] (Lithium hydroxide), Cl (HCl), COC=1C(=C(C(=O)OC)C(=CC1I)I)I (methyl 3-methoxy-2,4,6-triiodobenzoate), material. The solvent is O (H2O), O1CCOCC1.CO (dioxane MeOH). Reaction conditions: temperature 60 celsius, time 72 hour. The product is COC=1C(=C(C(=O)O)C(=CC1I)I)I (3-methoxy-2,4,6-triiodobenzoic acid). As a reaction SMILES: [CH3:1][O:2][C:3]1[C:4]([I:15])=[C:5]([C:10]([I:14])=[CH:11][C:12]=1[I:13])[C:6]([O:8]C)=[O:7].[OH-].[Li+].Cl>O1CCOCC1.CO.O>[CH3:1][O:2][C:3]1[C:4]([I:15])=[C:5]([C:10]([I:14])=[CH:11][C:12]=1[I:13])[C:6]([OH:8])=[O:7] |f:1.2,4.5|. Procedure: In a 250 mL round-bottom flask equipped with a condenser, methyl 3-methoxy-2,4,6-triiodobenzoate (11.07 g) was dissolved in a 3:1 mixture of dioxane/ MeOH (88 mL). Lithium hydroxide (1.71 g) dissolved in 22 mL H2O was added and the reaction mixture was stirred for 72 h at 60° C. Dioxane and methanol were evaporated and the residue was diluted with 100 mL H2O. The aqueous solution was filtered and the filtrate was extracted with Et2O (2×100 mL). The ether layers were combined and dried over MgSO4... Reactants: C1=C(OC=C(C1=O)O)CO (kojic acid), C([O-])([O-])=O.[K+].[K+] (potassium carbonate), C(C1=CC=CC=C1)Cl (benzyl chloride). Solvent: CN(C)C=O (DMF). Run at time 30 minute. Product: C(C1=CC=CC=C1)OC=1C(C=C(OC1)CO)=O (5-benzyloxy-2-hydroxymethyl-4-oxo-4H-pyran). The yield is 75.6%. As a reaction SMILES: [CH:1]1[C:6](=[O:7])[C:5]([OH:8])=[CH:4][O:3][C:2]=1[CH2:9][OH:10].C(=O)([O-])[O-].[K+].[K+].[CH2:17](Cl)[C:18]1[CH:23]=[CH:22][CH:21]=[CH:20][CH:19]=1>CN(C=O)C>[CH2:17]([O:8][C:5]1[C:6](=[O:7])[CH:1]=[C:2]([CH2:9][OH:10])[O:3][CH:4]=1)[C:18]1[CH:23]=[CH:22][CH:21]=[CH:20][CH:19]=1 |f:1.2.3|. Procedure: To the solution of kojic acid (28 g) in DMF (200 ml) was added potassium carbonate (32 g), and the mixture was stirred at room temperature for 30 minutes. After benzyl chloride (25 g) was added, the mixture was further stirred for 60 minutes. The solvent was evaporated. The residue was then extracted with ethyl acetate, washed with water and dried. After the solvent was evaporated, the residue was crystallized from ethyl acetate to give 5-benzyloxy-2-hydroxymethyl-4-oxo-4H-pyran (34.6 g). Reactants: ClC=1C=C2N=C3C=CC(=CC3=C(C2=CC1)Cl)OC (6,9-dichloro-2-methoxyacridine), CN1CCN(CC1)CCN (2-(4-methylpiperazin-1-yl)ethanamine). The product is ClC=1C=C2N=C3C=CC(=CC3=C(C2=CC1)NCCN1CCN(CC1)C)OC (6-Chloro-2-methoxy-N-(2-(4-methylpiperazin-1-yl)ethyl)acridin-9-amine). Reaction SMILES: [Cl:1][C:2]1[CH:3]=[C:4]2[C:13](=[CH:14][CH:15]=1)[C:12](Cl)=[C:11]1[C:6]([CH:7]=[CH:8][C:9]([O:17][CH3:18])=[CH:10]1)=[N:5]2.[CH3:19][N:20]1[CH2:25][CH2:24][N:23]([CH2:26][CH2:27][NH2:28])[CH2:22][CH2:21]1>>[Cl:1][C:2]1[CH:3]=[C:4]2[C:13](=[CH:14][CH:15]=1)[C:12]([NH:28][CH2:27][CH2:26][N:23]1[CH2:24][CH2:25][N:20]([CH3:19])[CH2:21][CH2:22]1)=[C:11]1[C:6]([CH:7]=[CH:8][C:9]([O:17][CH3:18])=[CH:10]1)=[N:5]2. Reported procedure: Following the general procedure of Example 1 and making non-critical variations but using 6,9-dichloro-2-methoxyacridine and 2-(4-methylpiperazin-1-yl)ethanamine, the title compound was obtained; MS (Found M+1=385). Reaction conditions: temperature -10 celsius, time 1.5 hour. Run in C(Cl)Cl (CH2Cl2), C(Cl)Cl (CH2Cl2). Reaction SMILES: [SiH](CC)(CC)CC.B(F)(F)F.CCOCC.[CH2:17]([O:24][C:25]1[CH:30]=[CH:29][C:28]([CH:31](O)[C:32]([CH3:43])([O:36][C:37]2[CH:42]=[CH:41][CH:40]=[CH:39][CH:38]=2)[C:33]([OH:35])=[O:34])=[CH:27][C:26]=1[O:45][CH3:46])[C:18]1[CH:23]=[CH:22][CH:21]=[CH:20][CH:19]=1>C(Cl)Cl>[CH2:17]([O:24][C:25]1[CH:30]=[CH:29][C:28]([CH2:31][C:32]([CH3:43])([O:36][C:37]2[CH:38]=[CH:39][CH:40]=[CH:41][CH:42]=2)[C:33]([OH:35])=[O:34])=[CH:27][C:26]=1[O:45][CH3:46])[C:18]1[CH:19]=[CH:20][CH:21]=[CH:22][CH:23]=1 |f:1.2|. Procedure details: A stirred solution of Et3SiH (8.67 mL, 54.3 mmol) in CH2Cl2 (45 mL) was treated with BF3.Et2O (6.8 mL, 54.3 mmol). 3-(4-Benzyloxy-3-methoxyphenyl)-3-hydroxy-2-methyl-2-phenoxypropionic acid (7.39 g, 18.1 mmol) in CH2Cl2 (90.5 mL) was then added dropwise via addition funnel, maintaining temperature below −7° C. After the addition was complete, the reaction was stirred for 1.5 h at −10° C., then quenched with 1 M NaOH (18.1 mL) and diluted with H2O (12 mL). 1N HCl was used to adjust pH to 4, follo... Yields the product C(C1=CC=CC=C1)OC1=C(C=C(C=C1)CC(C(=O)O)(OC1=CC=CC=C1)C)OC (3-(4-Benzyloxy-3-methoxyphenyl)-2-methyl-2-phenoxypropionic acid). Reactants: [SiH](CC)(CC)CC (Et3SiH), B(F)(F)F.CCOCC (BF3.Et2O), C(C1=CC=CC=C1)OC1=C(C=C(C=C1)C(C(C(=O)O)(OC1=CC=CC=C1)C)O)OC (3-(4-Benzyloxy-3-methoxyphenyl)-3-hydroxy-2-methyl-2-phenoxypropionic acid). The reactants are ClC1=NC=2N(C(=C1C1=CC=CC=C1)Cl)N=C(N2)C (5,7-dichloro-2-methyl-6-phenyl[1,2,4]triazolo[1,5-a]pyrimidine), CNC (dimethylamin). Solvent: O (water), ClCCl (dichloromethane), CN(C)C=O (DMF). Conditions: time 45 minute. The product is ClC1=NC=2N(C(=C1C1=CC=CC=C1)N(C)C)N=C(N2)C (5-Chloro-N,N,2-trimethyl-6-phenyl[1,2,4]triazolo[1,5-a]pyrimidin-7-amine). RXN SMILES: [Cl:1][C:2]1[C:7]([C:8]2[CH:13]=[CH:12][CH:11]=[CH:10][CH:9]=2)=[C:6](Cl)[N:5]2[N:15]=[C:16]([CH3:18])[N:17]=[C:4]2[N:3]=1.[CH3:19][NH:20][CH3:21]>CN(C=O)C.O.ClCCl>[Cl:1][C:2]1[C:7]([C:8]2[CH:13]=[CH:12][CH:11]=[CH:10][CH:9]=2)=[C:6]([N:20]([CH3:21])[CH3:19])[N:5]2[N:15]=[C:16]([CH3:18])[N:17]=[C:4]2[N:3]=1. Procedure: To 500 mg 5,7-dichloro-2-methyl-6-phenyl[1,2,4]triazolo[1,5-a]pyrimidine (prepared as described under example 37) in 25 ml DMF are added 0.8 ml of a dimethylamin solution (60% in water). The mixture is stirred at room temperature for 45 minutes. The reaction mixture is diluted with water and dichloromethane. The phases are separated and the water layer is extracted with dichloromethane. The combined organic layers are dried over Na2SO4 and the solvent is removed by evaporation. The residue is su... Starting materials: CC(C)(C)c1ccc(CN=C=S)cc1, ClCCl, Cl, NCc1ccc[nH]1. Yields the product CC(C)(C)c1ccc(CNC(=S)NCc2ccc[nH]2)cc1. As a reaction SMILES: [C:9]([CH3:10])([CH3:11])([CH3:12])[c:13]1[cH:14][cH:15][c:16]([CH2:17][N:18]=[C:19]=[S:20])[cH:21][cH:22]1.[Cl:23][CH2:24][Cl:25].[ClH:1].[nH:2]1[c:3]([CH2:7][NH2:8])[cH:4][cH:5][cH:6]1>>[nH:2]1[c:3]([CH2:7][NH:8][C:19]([NH:18][CH2:17][c:16]2[cH:15][cH:14][c:13]([C:9]([CH3:10])([CH3:11])[CH3:12])[cH:22][cH:21]2)=[S:20])[cH:4][cH:5][cH:6]1.